From a dataset of the Open Reaction Database (ORD), a public repository of structured organic reaction records. describe an organic reaction: reactants, conditions, products, and yield Starting materials: BrC1=CN=C(S1)N1CC(N(C(C1)C)CCOC=1C=C(C=CC1C)CC(=O)O)C ([3-[2-[4-(5-bromothiazole-2-yl)-2,6-dimethyl piperazine-1-yl]ethoxy]-4-methylphenyl]acetic acid), FC1=C(C=C(C=C1)F)B(O)O (2,5-difluorophenyl boronic acid), C([O-])([O-])=O.[Na+].[Na+] (sodium carbonate), CN(C=O)C (dimethylformamide). The solvent is O (water). Procedure: A mixture of [3-[2-[4-(5-bromothiazole-2-yl)-2,6-dimethyl piperazine-1-yl]ethoxy]-4-methylphenyl]acetic acid (400 mg), 2,5-difluorophenyl boronic acid (270 mg), tetrakis(triphenylphosphine) palladium (100 mg), 1M sodium carbonate (4.3 mL) and dimethylformamide (8 mL) was reacted with a microwave reaction device at 180° C. for 5 minutes. To the reaction solution was added water and extracted with chloroform. The organic layer was washed with water and brine, and dried over magnesium sulphate. The... Product: FC1=C(C=C(C=C1)F)C1=CN=C(S1)N1CC(N(C(C1)C)CCOC=1C=C(C=CC1C)CC(=O)O)C ([3-[2-[4-[5-(2,5-difluorophenyl)thiazole-2-yl]-2,6-dimethyl piperazine-1-yl]ethoxy]-4-methylphenyl]acetic acid). Reagents/catalysts: [Pd].C1(=CC=CC=C1)P(C1=CC=CC=C1)C1=CC=CC=C1.C1(=CC=CC=C1)P(C1=CC=CC=C1)C1=CC=CC=C1.C1(=CC=CC=C1)P(C1=CC=CC=C1)C1=CC=CC=C1.C1(=CC=CC=C1)P(C1=CC=CC=C1)C1=CC=CC=C1 (tetrakis(triphenylphosphine) palladium). Isolated yield 86.1%. Reaction SMILES: Br[C:2]1[S:6][C:5]([N:7]2[CH2:12][CH:11]([CH3:13])[N:10]([CH2:14][CH2:15][O:16][C:17]3[CH:18]=[C:19]([CH2:24][C:25]([OH:27])=[O:26])[CH:20]=[CH:21][C:22]=3[CH3:23])[CH:9]([CH3:28])[CH2:8]2)=[N:4][CH:3]=1.[F:29][C:30]1[CH:35]=[CH:34][C:33]([F:36])=[CH:32][C:31]=1B(O)O.C(=O)([O-])[O-].[Na+].[Na+].CN(C)C=O>[Pd].C1(P(C2C=CC=CC=2)C2C=CC=CC=2)C=CC=CC=1.C1(P(C2C=CC=CC=2)C2C=CC=CC=2)C=CC=CC=1.C1(P(C2C=CC=CC=2)C2C=CC=CC=2)C=CC=CC=1.C1(P(C2C=CC=CC=2)C2C=CC=CC=2)C=CC=CC=1.O>[F:29][C:30]1[CH:35]=[CH:34][C:33]([F:36])=[CH:32][C:31]=1[C:2]1[S:6][C:5]([N:7]2[CH2:12][CH:11]([CH3:13])[N:10]([CH2:14][CH2:15][O:16][C:17]3[CH:18]=[C:19]([CH2:24][C:25]([OH:27])=[O:26])[CH:20]=[CH:21][C:22]=3[CH3:23])[CH:9]([CH3:28])[CH2:8]2)=[N:4][CH:3]=1 |f:2.3.4,6.7.8.9.10|. The reactants are COc1cc(N)ccc1OCCN1CCCC1, O=C1OCCc2cc(OCC3CCCO3)ccc21, O=S(Cl)Cl. Product: COc1cc(N2CCc3cc(OCC4CCCO4)ccc3C2=O)ccc1OCCN1CCCC1. RXN SMILES: [CH3:23][O:24][c:25]1[cH:26][c:27]([NH2:39])[cH:28][cH:29][c:30]1[O:31][CH2:32][CH2:33][N:34]1[CH2:35][CH2:36][CH2:37][CH2:38]1.[O:1]1[CH:2]([CH2:6][O:7][c:8]2[cH:9][c:10]3[c:15]([cH:16][cH:17]2)[C:14](=[O:18])[O:13][CH2:12][CH2:11]3)[CH2:3][CH2:4][CH2:5]1.[S:19]([Cl:20])([Cl:21])=[O:22]>>[O:1]1[CH:2]([CH2:6][O:7][c:8]2[cH:9][c:10]3[c:15]([cH:16][cH:17]2)[C:14](=[O:18])[N:39]([c:27]2[cH:26][c:25]([O:24][CH3:23])[c:30]([O:31][CH2:32][CH2:33][N:34]4[CH2:35][CH2:36][CH2:37][CH2:38]4)[cH:29][cH:28]2)[CH2:12][CH2:11]3)[CH2:3][CH2:4][CH2:5]1. Reactants: O=C(Cl)c1cccc(F)c1, N#Cc1[nH]cnc1N, c1ccncc1. The product is N#Cc1[nH]cnc1NC(=O)c1cccc(F)c1. As a reaction SMILES: [F:9][c:10]1[cH:11][c:12]([C:13](=[O:14])[Cl:15])[cH:16][cH:17][cH:18]1.[NH2:1][c:2]1[n:3][cH:4][nH:5][c:6]1[C:7]#[N:8].[cH:19]1[cH:20][cH:21][n:22][cH:23][cH:24]1>>[NH:1]([c:2]1[n:3][cH:4][nH:5][c:6]1[C:7]#[N:8])[C:13]([c:12]1[cH:11][c:10]([F:9])[cH:18][cH:17][cH:16]1)=[O:14]. The reactants are Cl.Cl.C(C)N1CC2(CC1)CN(CC2)CC2=CC=CC=C2 (2-ethyl-7-(phenylmethyl)-2,7-diazaspiro[4.4]nonane dihydrochloride). Reagents/catalysts: [Pd] (palladium on carbon). The solvent is CO (methanol). Yields the product Cl.Cl.C(C)N1CC2(CC1)CNCC2 (2-ethyl-2,7-diazaspiro[4.4]nonane dihydrochloride). Isolated yield 195.4%. RXN SMILES: [ClH:1].Cl.[CH2:3]([N:5]1[CH2:9][CH2:8][C:7]2([CH2:13][CH2:12][N:11](CC3C=CC=CC=3)[CH2:10]2)[CH2:6]1)[CH3:4]>CO.[Pd]>[ClH:1].[ClH:1].[CH2:3]([N:5]1[CH2:9][CH2:8][C:7]2([CH2:13][CH2:12][NH:11][CH2:10]2)[CH2:6]1)[CH3:4] |f:0.1.2,5.6.7|. Procedure details: A solution of 9.50 g (0.030 mole) 2-ethyl-7-(phenylmethyl)-2,7-diazaspiro[4.4]nonane dihydrochloride in 100 ml methanol was hydrogenated with 1.0 g 20% palladium on carbon catalyst at 50 psi for 22 hours. After filtration, the solution was concentrated to a syrup and crystallized from acetonitrile to afford 6.66 g of 2-ethyl-2,7-diazaspiro[4.4]nonane dihydrochloride, mp 168°-172° C. Run in ClCCl.C(C)O (dichloromethane ethanol). Procedure: Prepared analogously to Example 1.1.c. from 4-iodobenzyl bromide and 4-pyrrolidin-1-ylpiperidine. Yield: 0.57 g (51% of theory); C16H23IN2 (M=370.28); calc.: molecular ion peak (M+H)+: 371; found: molecular ion peak (M+H)+: 371; Rf value: 0.3 (silica gel, dichloromethane/ethanol (20:1)). RXN SMILES: [I:1][C:2]1[CH:9]=[CH:8][C:5]([CH2:6]Br)=[CH:4][CH:3]=1.[N:10]1([CH:15]2[CH2:20][CH2:19][NH:18][CH2:17][CH2:16]2)[CH2:14][CH2:13][CH2:12][CH2:11]1>ClCCl.C(O)C>[I:1][C:2]1[CH:9]=[CH:8][C:5]([CH2:6][N:18]2[CH2:19][CH2:20][CH:15]([N:10]3[CH2:14][CH2:13][CH2:12][CH2:11]3)[CH2:16][CH2:17]2)=[CH:4][CH:3]=1 |f:2.3|. Yields the product IC1=CC=C(CN2CCC(CC2)N2CCCC2)C=C1 (1-(4-iodobenzyl)-4-pyrrolidin-1-ylpiperidine). Reactants: IC1=CC=C(CBr)C=C1 (4-iodobenzyl bromide), N1(CCCC1)C1CCNCC1 (4-pyrrolidin-1-ylpiperidine). Reactants: COC(=O)C(O)CN(Cc1ccc(Br)cc1)NC(=O)OC(C)(C)C, CC#N, Cl, C1COCCO1. Yields the product COC(=O)C(O)CN(N)Cc1ccc(Br)cc1. RXN SMILES: [CH3:1][O:2][C:3]([CH:4]([CH2:5][N:6]([NH:7][C:8]([O:9][C:10]([CH3:11])([CH3:12])[CH3:13])=[O:14])[CH2:15][c:16]1[cH:17][cH:18][c:19]([Br:22])[cH:20][cH:21]1)[OH:23])=[O:24].[CH3:31][C:32]#[N:33].[ClH:34].[O:25]1[CH2:26][CH2:27][O:28][CH2:29][CH2:30]1>>[CH3:1][O:2][C:3]([CH:4]([CH2:5][N:6]([NH2:7])[CH2:15][c:16]1[cH:17][cH:18][c:19]([Br:22])[cH:20][cH:21]1)[OH:23])=[O:24].